Dataset: the Open Reaction Database (ORD), a public repository of structured organic reaction records. Task: describe an organic reaction: reactants, conditions, products, and yield Reactants: O (water), COC(=O)C=1C=C2C(=NNC2=CC1)C(=O)O (1H-Indazole-3,5-dicarboxylic acid 5-methyl ester), C1COC(=O)N1P(=O)(N2CCOC2=O)Cl (BOP-Cl), Cl.C(C)(C)N1CCC(CC1)N (1-Isopropyl-piperidin-4-ylamine hydrochloride). The solvent is C(Cl)Cl (DCM), CCN(CC)CC (NEt3). Run at time 3 hour. The product is COC(=O)C=1C=C2C(=NNC2=CC1)C(NC1CCN(CC1)C(C)C)=O (3-(1-Isopropyl-piperidin-4-ylcarbamoyl)-1H-indazole-5-carboxylic acid methyl ester). As a reaction SMILES: [CH3:1][O:2][C:3]([C:5]1[CH:6]=[C:7]2[C:11](=[CH:12][CH:13]=1)[NH:10][N:9]=[C:8]2[C:14]([OH:16])=O)=[O:4].C1N(P(Cl)(N2C(=O)OCC2)=O)C(=O)OC1.Cl.[CH:33]([N:36]1[CH2:41][CH2:40][CH:39]([NH2:42])[CH2:38][CH2:37]1)([CH3:35])[CH3:34].O>C(Cl)Cl.CCN(CC)CC>[CH3:1][O:2][C:3]([C:5]1[CH:6]=[C:7]2[C:11](=[CH:12][CH:13]=1)[NH:10][N:9]=[C:8]2[C:14](=[O:16])[NH:42][CH:39]1[CH2:40][CH2:41][N:36]([CH:33]([CH3:35])[CH3:34])[CH2:37][CH2:38]1)=[O:4] |f:2.3|. Reported procedure: To a solution of 1 g 1H-Indazole-3,5-dicarboxylic acid 5-methyl ester in 8 mL DCM, 2.5 mL NEt3, 1.15 g BOP-Cl and 0.98 g 1-Isopropyl-piperidin-4-ylamine hydrochloride were added at RT. The mixture was stirred for 3 h. After addition of 20 mL of water the reaction mixture was extracted with DCM (3×50 mL). The combined organic layers were dried over MgSO4. After removal of the solvent under reduced pressure the crude product was used without further purification. Starting materials: CC(CO)CCCC1(C)C(OCc2ccccc2)CCCC12OCCO2, CC(C)=O, O, O=S(=O)(O)O. Yields the product CC(CO)CCCC1(C)C(=O)CCCC1OCc1ccccc1. Reaction SMILES: [CH2:1]([c:2]1[cH:3][cH:4][cH:5][cH:6][cH:7]1)[O:8][CH:9]1[C:10]([CH2:19][CH2:20][CH2:21][CH:22]([CH2:23][OH:24])[CH3:25])([CH3:26])[C:11]2([CH2:12][CH2:13][CH2:14]1)[O:15][CH2:18][CH2:17][O:16]2.[CH3:27][C:28](=[O:29])[CH3:30].[OH2:36].[S:31](=[O:32])(=[O:33])([OH:34])[OH:35]>>[CH2:1]([c:2]1[cH:3][cH:4][cH:5][cH:6][cH:7]1)[O:8][CH:9]1[C:10]([CH2:19][CH2:20][CH2:21][CH:22]([CH2:23][OH:24])[CH3:25])([CH3:26])[C:11](=[O:15])[CH2:12][CH2:13][CH2:14]1. Reactants: CCOC(=O)c1ccc(COc2ccc(C(C)C(O)(c3cnc4ccccc4c3)C(F)(F)F)c(Cl)c2)cc1, CCO, Cl, [Li+], C1CCOC1, [OH-], O. Product: CC(c1ccc(OCc2ccc(C(=O)O)cc2)cc1Cl)C(O)(c1cnc2ccccc2c1)C(F)(F)F. Reaction SMILES: [CH2:1]([CH3:2])[O:3][C:4]([c:5]1[cH:6][cH:7][c:8]([CH2:11][O:12][c:13]2[cH:14][c:15]([Cl:37])[c:16]([CH:19]([C:20]([C:21]([F:22])([F:23])[F:24])([c:25]3[cH:26][n:27][c:28]4[cH:29][cH:30][cH:31][cH:32][c:33]4[cH:34]3)[OH:35])[CH3:36])[cH:17][cH:18]2)[cH:9][cH:10]1)=[O:38].[CH3:48][CH2:49][OH:50].[ClH:41].[Li+:40].[O:43]1[CH2:44][CH2:45][CH2:46][CH2:47]1.[OH-:39].[OH2:42]>>[O:3]=[C:4]([c:5]1[cH:6][cH:7][c:8]([CH2:11][O:12][c:13]2[cH:14][c:15]([Cl:37])[c:16]([CH:19]([C:20]([C:21]([F:22])([F:23])[F:24])([c:25]3[cH:26][n:27][c:28]4[cH:29][cH:30][cH:31][cH:32][c:33]4[cH:34]3)[OH:35])[CH3:36])[cH:17][cH:18]2)[cH:9][cH:10]1)[OH:38]. Reactants: C(C)(C)(C)O[C@H](C)[C@@H]1N(C(OC1)=O)C1=NC(=NC=C1)N[C@@H](C)C=1OC(=CN1)C1=CC=C(C=C1)Cl ((R)-4-((R)-1-(tert-butoxy)ethyl)-3-(2-(((S)-1-(5-(4-chlorophenyl)oxazol-2-yl)ethyl)amino)pyrimidin-4-yl)oxazolidin-2-one), C(=O)(C(F)(F)F)O.O (TFA water). Product: ClC1=CC=C(C=C1)C1=CN=C(O1)[C@H](C)NC1=NC=CC(=N1)N1C(OC[C@@H]1[C@@H](C)O)=O ((R)-3-(2-(((S)-1-(5-(4-chlorophenyl)oxazol-2-yl)ethyl)amino)pyrimidin-4-yl)-4-((R)-1-hydroxyethyl)oxazolidin-2-one). The yield is 37.7%. As a reaction SMILES: C([O:5][C@@H:6]([C@H:8]1[CH2:12][O:11][C:10](=[O:13])[N:9]1[C:14]1[CH:19]=[CH:18][N:17]=[C:16]([NH:20][C@H:21]([C:23]2[O:24][C:25]([C:28]3[CH:33]=[CH:32][C:31]([Cl:34])=[CH:30][CH:29]=3)=[CH:26][N:27]=2)[CH3:22])[N:15]=1)[CH3:7])(C)(C)C.C(O)(C(F)(F)F)=O.O>>[Cl:34][C:31]1[CH:32]=[CH:33][C:28]([C:25]2[O:24][C:23]([C@@H:21]([NH:20][C:16]3[N:15]=[C:14]([N:9]4[C@@H:8]([C@H:6]([OH:5])[CH3:7])[CH2:12][O:11][C:10]4=[O:13])[CH:19]=[CH:18][N:17]=3)[CH3:22])=[N:27][CH:26]=2)=[CH:29][CH:30]=1 |f:1.2|. Procedure details: (R)-4-((R)-1-(tert-butoxy)ethyl)-3-(2-(((S)-1-(5-(4-chlorophenyl)oxazol-2-yl)ethyl)amino)pyrimidin-4-yl)oxazolidin-2-one (360 mg, 0.741 mg) was treated with 90% TFA/water for 2 hours. Concentrated in vacuo and neutralized by passing through a column of MP-carbonate resin (2.0 g, 0.55 mmol/g eluting with MeOH/DCM/MeOH afforded the desired product (120 mg, pale yellow foam). 1H NMR (400 MHz, CDCl3) δ 8.15 (d, J=6.0 Hz, 1H), 7.64-7.49 (m, 3H), 7.49-7.35 (m, 2H), 7.29 (s, 1H), 5.33 (dd, J=9.4, 5.1 H... Reactants: Br.BrC=1NC=2N(C=3N(C(C2N1)=O)CCN3)CC3=CC=C(C=C3)Cl (2-Bromo-4-[(4-Chlorophenyl)Methyl]-6,7-Dihydro-3H-Imidazo[1,2-a]Purin-9(4H)-One Hydrobromide), IC (iodomethane). Product: BrC1=NC=2N(C=3N(C(C2N1C)=O)CCN3)CC3=CC=C(C=C3)Cl (2-Bromo-4-[(4-Chlorophenyl)Methyl]-6,7-Dihydro-1-Methyl-1H-Imidazo[1,2-a]Purin-9(4H)One). Reaction SMILES: Br.[Br:2][C:3]1[NH:4][C:5]2[N:6]([CH2:16][C:17]3[CH:22]=[CH:21][C:20]([Cl:23])=[CH:19][CH:18]=3)[C:7]3[N:8]([CH2:13][CH2:14][N:15]=3)[C:9](=[O:12])[C:10]=2[N:11]=1.I[CH3:25]>>[Br:2][C:3]1[N:11]([CH3:25])[C:10]2[C:9](=[O:12])[N:8]3[CH2:13][CH2:14][N:15]=[C:7]3[N:6]([CH2:16][C:17]3[CH:22]=[CH:21][C:20]([Cl:23])=[CH:19][CH:18]=3)[C:5]=2[N:4]=1 |f:0.1|. Procedure details: The product of Procedure 17 is allowed to react with iodomethane under alkaline conditions according to the method of Procedure 67 to give the desired product, m.p. 206°-207°. Starting materials: C(c1cn2ccc(C#N)cc2n1)=O, CC1=CN=C(C=C1)N, [C-]#[N+]C1CCCCC1. The reagents and catalysts are O=C(O)C(F)(F)F (trifluoroacetic acid). The solvent is CC(C)O (isopropyl alcohol), CC(C)O (isopropylalcohol). Run at temperature 22 celsius, time 20 hour. Product: Cc1ccc2nc(c3cn4ccc(C#N)cc4n3)c(NC3CCCCC3)n2c1. Yield: 9.0%. As a reaction SMILES: CC1=CC=C(N)N=C1.[C-]#[N+]C1CCCCC1.O=CC1=CN2C=CC(=CC2=N1)C#N>>CC1=CN2C(C=C1)=NC(C1=CN3C=CC(=CC3=N1)C#N)=C2NC1CCCCC1.